Dataset: the Open Reaction Database (ORD), a public repository of structured organic reaction records. Task: describe an organic reaction: reactants, conditions, products, and yield The reactants are Cc1ccc(N2CCN(S(=O)(=O)c3ccc(Br)cc3)CC2)c(C)c1, O=C([O-])[O-], CC(=O)[O-], COc1ccnc(CCc2nc3cc(I)cnc3[nH]2)c1, [Cl-], [K+], [K+], [K+], [Li+], C1COCCO1, O, [Pd], c1ccc(P(c2ccccc2)c2ccccc2)cc1, c1ccc(P(c2ccccc2)c2ccccc2)cc1, c1ccc(P(c2ccccc2)c2ccccc2)cc1, c1ccc(P(c2ccccc2)c2ccccc2)cc1. Yields the product COc1ccnc(CCc2nc3cc(-c4ccc(S(=O)(=O)N5CCN(c6ccc(C)cc6C)CC5)cc4)cnc3[nH]2)c1. RXN SMILES: [Br:1][c:2]1[cH:3][cH:4][c:5]([S:8](=[O:9])(=[O:10])[N:11]2[CH2:12][CH2:13][N:14]([c:17]3[c:18]([CH3:24])[cH:19][c:20]([CH3:23])[cH:21][cH:22]3)[CH2:15][CH2:16]2)[cH:6][cH:7]1.[C:50](=[O:51])([O-:52])[O-:53].[CH3:26][C:27](=[O:28])[O-:29].[CH3:30][O:31][c:32]1[cH:33][c:34]([CH2:38][CH2:39][c:40]2[n:41][c:42]3[c:43]([n:44][cH:45][c:46]([I:48])[cH:47]3)[nH:49]2)[n:35][cH:36][cH:37]1.[Cl-:57].[K+:25].[K+:54].[K+:55].[Li+:56].[O:58]1[CH2:59][CH2:60][O:61][CH2:62][CH2:63]1.[OH2:64].[Pd:65].[c:104]1([P:105]([c:106]2[cH:107][cH:108][cH:109][cH:110][cH:111]2)[c:112]2[cH:113][cH:114][cH:115][cH:116][cH:117]2)[cH:118][cH:119][cH:120][cH:121][cH:122]1.[c:123]1([P:124]([c:125]2[cH:126][cH:127][cH:128][cH:129][cH:130]2)[c:131]2[cH:132][cH:133][cH:134][cH:135][cH:136]2)[cH:137][cH:138][cH:139][cH:140][cH:141]1.[c:66]1([P:67]([c:68]2[cH:69][cH:70][cH:71][cH:72][cH:73]2)[c:74]2[cH:75][cH:76][cH:77][cH:78][cH:79]2)[cH:80][cH:81][cH:82][cH:83][cH:84]1.[c:85]1([P:86]([c:87]2[cH:88][cH:89][cH:90][cH:91][cH:92]2)[c:93]2[cH:94][cH:95][cH:96][cH:97][cH:98]2)[cH:99][cH:100][cH:101][cH:102][cH:103]1>>[c:2]1(-[c:46]2[cH:45][n:44][c:43]3[c:42]([n:41][c:40]([CH2:39][CH2:38][c:34]4[cH:33][c:32]([O:31][CH3:30])[cH:37][cH:36][n:35]4)[nH:49]3)[cH:47]2)[cH:3][cH:4][c:5]([S:8](=[O:9])(=[O:10])[N:11]2[CH2:12][CH2:13][N:14]([c:17]3[c:18]([CH3:24])[cH:19][c:20]([CH3:23])[cH:21][cH:22]3)[CH2:15][CH2:16]2)[cH:6][cH:7]1. The reactants are CC1=CC(=NN1CC1=CC=C(C=C1)C)C(=O)O (5-methyl-1-(4-methylbenzyl)-1H-pyrazole-3-carboxylic acid), CC1=CC(=NN1CC1=CC=C(C=C1)C)C(=O)O (5-methyl-1-(4-methylbenzyl)-1H-pyrazole-3-carboxylic acid), C(C(=O)Cl)(=O)Cl (Oxalyl chloride). The reagents and catalysts are CN(C)C=O (DMF). The solvent is ClCCl (dichloromethane). Run at temperature 0 celsius, time 30 minute. Product: CC1=CC(=NN1CC1=CC=C(C=C1)C)C(=O)Cl (5-Methyl-1-(4-methylbenzyl)-1H-pyrazole-3-carbonyl chloride). RXN SMILES: [CH3:1][C:2]1[N:6]([CH2:7][C:8]2[CH:13]=[CH:12][C:11]([CH3:14])=[CH:10][CH:9]=2)[N:5]=[C:4]([C:15]([OH:17])=O)[CH:3]=1.C(Cl)(=O)C([Cl:21])=O>ClCCl.CN(C=O)C>[CH3:1][C:2]1[N:6]([CH2:7][C:8]2[CH:13]=[CH:12][C:11]([CH3:14])=[CH:10][CH:9]=2)[N:5]=[C:4]([C:15]([Cl:21])=[O:17])[CH:3]=1. Procedure: 5-methyl-1-(4-methylbenzyl)-1H-pyrazole-3-carboxylic acid (Intermediate B, 390 mg, 1.69 mmol), was dissolved in dichloromethane (26 mL) and cooled to 0° C. Oxalyl chloride was added (0.79 mL, 8.47 mmol) along with 1 drop of DMF. The ice bath was removed and the mixture was stirred at rt for 30 min before the solvent was evaporated. The residue was used in the next step with no further purification or characterization. Reactants: NC=1C=CC(=C(C1)C(F)(F)F)Cl (5-amino-2-chloro-benzotrifluoride), C(C)N(C(C)C)C(C)C (EtN(iPr)2), ClC(Cl)(OC(OC(Cl)(Cl)Cl)=O)Cl (triphosgene), NC1=NC=CC(=N1)OC=1C=C2CCNC2=CC1 (5-(2-amino-pyrimidin-4-yloxy)-2,3-dihydro-1H-indole), C(C)N(C(C)C)C(C)C (EtN(iPr)2). Run in C(Cl)Cl (CH2Cl2), C(=O)(O)[O-].[Na+] (NaHCO3), C(Cl)Cl (CH2Cl2), C(Cl)Cl (CH2Cl2), ice, C1CCOC1 (THF). Run at time 15 minute. Product: ClC1=C(C=C(C=C1)NC(=O)N1CCC2=CC(=CC=C12)OC1=NC(=NC=C1)N)C(F)(F)F (5-(2-Amino-pyrimidin-4-yloxy)-2,3-dihydro-indole-1-carboxylic acid (4-chloro-3-trifluoromethyl-phenyl)-amide). Reaction SMILES: Cl[C:2](Cl)([O:4]C(=O)OC(Cl)(Cl)Cl)Cl.[NH2:13][C:14]1[CH:15]=[CH:16][C:17]([Cl:24])=[C:18]([C:20]([F:23])([F:22])[F:21])[CH:19]=1.C(N(C(C)C)C(C)C)C.[NH2:34][C:35]1[N:40]=[C:39]([O:41][C:42]2[CH:43]=[C:44]3[C:48](=[CH:49][CH:50]=2)[NH:47][CH2:46][CH2:45]3)[CH:38]=[CH:37][N:36]=1>C(Cl)Cl.C1COCC1.C([O-])(O)=O.[Na+]>[Cl:24][C:17]1[CH:16]=[CH:15][C:14]([NH:13][C:2]([N:47]2[C:48]3[C:44](=[CH:43][C:42]([O:41][C:39]4[CH:38]=[CH:37][N:36]=[C:35]([NH2:34])[N:40]=4)=[CH:50][CH:49]=3)[CH2:45][CH2:46]2)=[O:4])=[CH:19][C:18]=1[C:20]([F:21])([F:22])[F:23] |f:6.7|. Procedure: 90 mg (0.30 mMol) triphosgene are dissolved in 5 ml ice-cooled CH2Cl2. Then a solution of 148 mg (0.76 mMol) 5-amino-2-chloro-benzotrifluoride and 0.3 ml (1.72 mMol) EtN(iPr)2 in 5 ml CH2Cl2 is added during 15 min. After stirring the reaction mixture for further 15 min, a solution of 200 mg (0.88 mMol) 5-(2-amino-pyrimidin-4-yloxy)-2,3-dihydro-1H-indole (Step 26.2) and 0.3 ml (1.72 mMol) EtN(iPr)2 in 5 ml THF is added. After 16 h at rt, the mixture is diluted with 10% NaHCO3 solution and CH2Cl2,...